The task is: describe an organic reaction: reactants, conditions, products, and yield. This data is from the Open Reaction Database (ORD), a public repository of structured organic reaction records. The reactants are O=C(O)Cc1ccc(Br)cc1, CCN=C=NCCCN(C)C, CC(C)NC(C)C, ClCCl. The product is CC(C)N(C(=O)Cc1ccc(Br)cc1)C(C)C. As a reaction SMILES: [Br:19][c:20]1[cH:21][cH:22][c:23]([CH2:26][C:27](=[O:28])[OH:29])[cH:24][cH:25]1.[CH2:1]([N:2]=[C:3]=[N:4][CH2:5][CH2:6][CH2:7][N:8]([CH3:9])[CH3:10])[CH3:11].[CH:12]([CH3:13])([CH3:14])[NH:15][CH:16]([CH3:17])[CH3:18].[Cl:30][CH2:31][Cl:32]>>[CH:12]([CH3:13])([CH3:14])[N:15]([CH:16]([CH3:17])[CH3:18])[C:27]([CH2:26][c:23]1[cH:22][cH:21][c:20]([Br:19])[cH:25][cH:24]1)=[O:28].